This data is from the Open Reaction Database (ORD), a public repository of structured organic reaction records. The task is: describe an organic reaction: reactants, conditions, products, and yield As a reaction SMILES: [C:1]([C:4]1[CH:9]=[CH:8][C:7]([S:10](Cl)(=[O:12])=[O:11])=[CH:6][CH:5]=1)(=[O:3])[CH3:2].[NH2:14][C:15]1[S:16][CH:17]=[CH:18][N:19]=1>ClCCl.N1C=CC=CC=1>[C:1]([C:4]1[CH:9]=[CH:8][C:7]([S:10]([NH:14][C:15]2[S:16][CH:17]=[CH:18][N:19]=2)(=[O:12])=[O:11])=[CH:6][CH:5]=1)(=[O:3])[CH3:2]. Run in ClCCl (dichloromethane), N1=CC=CC=C1 (pyridine). Procedure: A solution of 4-acetyl-benzenesulfonyl chloride (50 mmol) and 2-aminothiazole (50 mmol) in dichloromethane and pyridine (300 mL, 8:2) was stirred for one day. After concentrated in vacuo, the residue was diluted with ethyl acetate (500 mL) and the solution was washed with 1N HCl solution, sat NaHCO3, dried over MgSO4, and concentrated in vacuo. The residue was recrystallized in ethyl acetate to give 4-acetyl-N-thiazol-2-yl-benzenesulfonamide (35 mmol) as a yellow solid. The product is C(C)(=O)C1=CC=C(C=C1)S(=O)(=O)NC=1SC=CN1 (4-acetyl-N-thiazol-2-yl-benzenesulfonamide). The yield is 70.0%. The reactants are C(C)(=O)C1=CC=C(C=C1)S(=O)(=O)Cl (4-acetyl-benzenesulfonyl chloride), NC=1SC=CN1 (2-aminothiazole). The reactants are C(C1=CC=CC=C1)OC(=O)N1[C@H]([C@H]([C@H]([C@H]1C)C=O)NC(=O)OC(C)(C)C)C1=CC=CC=C1 ((2S*,3S*,4R*,5R*)-1-benzyloxycarbonyl-3-[N-(t-butoxycarbonyl)amino]-4-formyl-5-methyl-2-phenylpyrrolidine), C(=O)(O)[O-].[Na+] (NaHCO3), [O-]S(=O)(=S)[O-].[Na+].[Na+] (Na2S2O3), solution, BrBr (Br2), BrBr (Br2). The solvent is CO.O (MeOH H2O), CO.O (MeOH H2O). The product is C(C1=CC=CC=C1)OC(=O)N1[C@H]([C@H]([C@H]([C@H]1C)C(=O)OC)NC(=O)OC(C)(C)C)C1=CC=CC=C1 ((2S*,3S*,4R*,5R*)-1-Benzyloxycarbonyl-3-[N-(t-butoxycarbon-yl)amino]-4-methoxycarbonyl-5-methyl-2-phenylpyrrolidine). The yield is 107.1%. Reaction SMILES: [CH2:1]([O:8][C:9]([N:11]1[C@H:15]([CH3:16])[C@H:14]([CH:17]=[O:18])[C@H:13]([NH:19][C:20]([O:22][C:23]([CH3:26])([CH3:25])[CH3:24])=[O:21])[C@@H:12]1[C:27]1[CH:32]=[CH:31][CH:30]=[CH:29][CH:28]=1)=[O:10])[C:2]1[CH:7]=[CH:6][CH:5]=[CH:4][CH:3]=1.[C:33]([O-])(O)=[O:34].[Na+].BrBr.[O-]S([O-])(=S)=O.[Na+].[Na+]>CO.O>[CH2:1]([O:8][C:9]([N:11]1[C@H:15]([CH3:16])[C@H:14]([C:17]([O:34][CH3:33])=[O:18])[C@H:13]([NH:19][C:20]([O:22][C:23]([CH3:26])([CH3:25])[CH3:24])=[O:21])[C@@H:12]1[C:27]1[CH:28]=[CH:29][CH:30]=[CH:31][CH:32]=1)=[O:10])[C:2]1[CH:7]=[CH:6][CH:5]=[CH:4][CH:3]=1 |f:1.2,4.5.6,7.8|. Procedure details: To a stirred and ice-cooled mixture of crude (2S*,3S*,4R*,5R*)-1-benzyloxycarbonyl-3-[N-(t-butoxycarbonyl)amino]-4-formyl-5-methyl-2-phenylpyrrolidine (3.66 g, 5.90 mmol) and NaHCO3 (19.8 g, 0.24mol) in MeOH--H2O (9:1 by volume; 30 ml) was added a 2.0 M solution of Br2 in MeOH--H2O (9:1; 30 ml, 60 mmol) dropwise. The reaction mixture was stirred at room temperature for 2 hours, during which the color changed from deep red to orange. Sat. Na2S2O3 (hypo) aq. solution was added dropwise to the mixt... The reactants are CCN=C=NCCCN(C)C, CCN(C(C)C)C(C)C, Cl, O=C(O)c1ccc(-c2c(F)cccc2F)cc1, NCC(=O)N1CCN(C(=O)c2ccccc2C(F)(F)F)CC1, CN(C)C=O, O, On1nnc2ccccc21. Product: O=C(NCC(=O)N1CCN(C(=O)c2ccccc2C(F)(F)F)CC1)c1ccc(-c2c(F)cccc2F)cc1. RXN SMILES: [CH3:43][CH2:44][N:45]=[C:46]=[N:47][CH2:48][CH2:49][CH2:50][N:51]([CH3:52])[CH3:53].[CH:1]([N:2]([CH2:3][CH3:4])[CH:5]([CH3:6])[CH3:7])([CH3:8])[CH3:9].[ClH:10].[F:54][c:55]1[c:56](-[c:62]2[cH:63][cH:64][c:65]([C:68](=[O:69])[OH:70])[cH:66][cH:67]2)[c:57]([F:61])[cH:58][cH:59][cH:60]1.[NH2:11][CH2:12][C:13](=[O:14])[N:15]1[CH2:16][CH2:17][N:18]([C:21]([c:22]2[c:23]([C:28]([F:29])([F:30])[F:31])[cH:24][cH:25][cH:26][cH:27]2)=[O:32])[CH2:19][CH2:20]1.[O:71]=[CH:72][N:73]([CH3:74])[CH3:75].[OH2:76].[OH:33][n:34]1[c:35]2[c:36]([cH:37][cH:38][cH:39][cH:40]2)[n:41][n:42]1>>[NH:11]([CH2:12][C:13](=[O:14])[N:15]1[CH2:16][CH2:17][N:18]([C:21]([c:22]2[c:23]([C:28]([F:29])([F:30])[F:31])[cH:24][cH:25][cH:26][cH:27]2)=[O:32])[CH2:19][CH2:20]1)[C:68]([c:65]1[cH:64][cH:63][c:62](-[c:56]2[c:55]([F:54])[cH:60][cH:59][cH:58][c:57]2[F:61])[cH:67][cH:66]1)=[O:69]. The reactants are COc1ccc(-c2nnc(C(=O)N3CC(Oc4ccc(C=O)cc4)C3)o2)cc1, CC1(O)CCCNCC1, CS(C)=O, ClCCl, Cl, [Na+], O=C([O-])O. Yields the product COc1ccc(-c2nnc(C(=O)N3CC(Oc4ccc(CN5CCCC(C)(O)CC5)cc4)C3)o2)cc1. Reaction SMILES: [CH3:1][O:2][c:3]1[cH:4][cH:5][c:6](-[c:9]2[n:10][n:11][c:12]([C:14](=[O:15])[N:16]3[CH2:17][CH:18]([O:20][c:21]4[cH:22][cH:23][c:24]([CH:25]=[O:26])[cH:27][cH:28]4)[CH2:19]3)[o:13]2)[cH:7][cH:8]1.[CH3:30][C:31]1([OH:38])[CH2:32][CH2:33][NH:34][CH2:35][CH2:36][CH2:37]1.[CH3:44][S:45]([CH3:46])=[O:47].[Cl:48][CH2:49][Cl:50].[ClH:29].[Na+:43].[O-:39][C:40]([OH:41])=[O:42]>>[CH3:1][O:2][c:3]1[cH:4][cH:5][c:6](-[c:9]2[n:10][n:11][c:12]([C:14](=[O:15])[N:16]3[CH2:17][CH:18]([O:20][c:21]4[cH:22][cH:23][c:24]([CH2:25][N:34]5[CH2:33][CH2:32][C:31]([CH3:30])([OH:38])[CH2:37][CH2:36][CH2:35]5)[cH:27][cH:28]4)[CH2:19]3)[o:13]2)[cH:7][cH:8]1.